From a dataset of the Open Reaction Database (ORD), a public repository of structured organic reaction records. describe an organic reaction: reactants, conditions, products, and yield The reactants are C([O-])(O)=O.[NH4+] (ammonium bicarbonate). Solvent: O (water). Product: C([O-])(O)=O.[NH4+] (ammonium bicarbonate), C(=O)=O (carbon dioxide), N (ammonia). Reaction SMILES: [C:1](=[O:4])([OH:3])[O-:2].[NH4+:5]>O>[C:1](=[O:2])([OH:4])[O-:3].[NH4+:5].[C:1](=[O:3])=[O:2].[NH3:5] |f:0.1,3.4|. Procedure: In 1997, Overcashier et al. (Overcashier D. E. et al., Jour. Pharm. Sci. 86(4):455-459 (1997)) published an article describing the preparation of excipient-free recombinant human tissue-type plasminogen. The article states that precipitation of proteins by pH adjustments (iso-precipitation) or ionic strength regulation often leads to denaturation of the proteins resulting in reduced therapeutic activity. A method based on lyophilization of the protein from the ammonium bicarbonate was described.... Yield: 89.0%. RXN SMILES: ClC1C=CC=CC=1NC(=O)NC1C=CC(C2C=C3C(CN([C@@H](C(C)C)C(O)=O)C3=O)=CC=2)=NC=1.[CH2:35]1[C:43]2[C:38](=[CH:39][C:40]([NH:44][C:45](=[O:71])[NH:46][C:47]3[CH:48]=[CH:49][C:50]([C:53]4[CH:61]=[C:60]5[C:56]([CH2:57][N:58]([C@@H:63]([CH:68]([CH3:70])[CH3:69])[C:64]([O:66]C)=[O:65])[C:59]5=[O:62])=[CH:55][CH:54]=4)=[N:51][CH:52]=3)=[CH:41][CH:42]=2)[CH2:37][CH2:36]1>>[CH2:35]1[C:43]2[C:38](=[CH:39][C:40]([NH:44][C:45](=[O:71])[NH:46][C:47]3[CH:48]=[CH:49][C:50]([C:53]4[CH:61]=[C:60]5[C:56]([CH2:57][N:58]([C@@H:63]([CH:68]([CH3:69])[CH3:70])[C:64]([OH:66])=[O:65])[C:59]5=[O:62])=[CH:55][CH:54]=4)=[N:51][CH:52]=3)=[CH:41][CH:42]=2)[CH2:37][CH2:36]1. Yields the product C1CCC2=CC(=CC=C12)NC(NC=1C=CC(=NC1)C1=CC=C2CN(C(C2=C1)=O)[C@H](C(=O)O)C(C)C)=O ((S)-2-(6-(5-(3-(2,3-Dihydro-1H-inden-5-yl)ureido)pyridin-2-yl)-1-oxoisoindolin-2-yl)-3-methylbutanoic acid). The reactants are ClC1=C(C=CC=C1)NC(NC=1C=CC(=NC1)C1=CC=C2CN(C(C2=C1)=O)[C@H](C(=O)O)C(C)C)=O ((S)-2-(6-(5-(3-(2-Chlorophenyl)ureido)pyridin-2-yl)-1-oxoisoindolin-2-yl)-3-methylbutanoic acid), C1CCC2=CC(=CC=C12)NC(NC=1C=CC(=NC1)C1=CC=C2CN(C(C2=C1)=O)[C@H](C(=O)OC)C(C)C)=O ((S)-Methyl 2-(6-(5-(3-(2,3-dihydro-1H-inden-5-yl)ureido)pyridin-2-yl)-1-oxoisoindolin-2-yl)-3-methylbutanoate). Procedure: The compound of example 402 was prepared analogous to the compound of example 394 by hydrolysis of the compound of example 401. Reactants: C(C)OC(=O)C1=CC2=C(N(C(=N2)C=2C=C3N=C(C=NC3=CC2)C2=CC=CC=C2)C2CCCCC2)C=C1 (1-Cyclohexyl-2-(3-phenyl-quinoxalin-6-yl)-1H-benzoimidazole-5-carboxylic acid ethyl ester). Solvent: C(C)O (ethanol). Yields the product C1(CCCCC1)N1C(=NC2=C1C=CC(=C2)C(=O)O)C=2C=C1N=C(C=NC1=CC2)C2=CC=CC=C2 (1-Cyclohexyl-2-(3-phenyl-quinoxalin-6-yl)-1H-benzoimidazole-5-carboxylic acid). Yield: 81.0%. RXN SMILES: C([O:3][C:4]([C:6]1[CH:36]=[CH:35][C:9]2[N:10]([CH:29]3[CH2:34][CH2:33][CH2:32][CH2:31][CH2:30]3)[C:11]([C:13]3[CH:14]=[C:15]4[C:20](=[CH:21][CH:22]=3)[N:19]=[CH:18][C:17]([C:23]3[CH:28]=[CH:27][CH:26]=[CH:25][CH:24]=3)=[N:16]4)=[N:12][C:8]=2[CH:7]=1)=[O:5])C>C(O)C>[CH:29]1([N:10]2[C:9]3[CH:35]=[CH:36][C:6]([C:4]([OH:5])=[O:3])=[CH:7][C:8]=3[N:12]=[C:11]2[C:13]2[CH:14]=[C:15]3[C:20](=[CH:21][CH:22]=2)[N:19]=[CH:18][C:17]([C:23]2[CH:24]=[CH:25][CH:26]=[CH:27][CH:28]=2)=[N:16]3)[CH2:34][CH2:33][CH2:32][CH2:31][CH2:30]1. Procedure details: To the solution of Compound 42 (0.95 mmol) in 25 mL ethanol 5 mL, 1 M NaOH was added and the mixture was refluxed for 1 h. It was then cooled and evaporated to dryness. The residue was dissolved in 50 mL water, acidified with 1M HCl to pH 4. The precipitate was filtered off, washed with water (4×) and dried to give 345 mg (81%) of the title compound which maybe further purified by RP-HPLC. Reactants: Cl.C(=O)(O)C(C(=O)OC=1C=C(C=CC1)C=1N=C2SC3=C(N2C1)C=CC=C3)OC (2-[m-(α-carboxy-α-methoxyacetoxy)phenyl]imidazo[2,1-b]benzothiazole.hydrochloride), N1=CC=CC=C1 (pyridine), C(C)(=O)OCC (ethyl acetate), Cl.C(=O)(O)C(C(=O)OC=1C=C(C=CC1)C=1N=C2SC3=C(N2C1)C=CC=C3)OC (2-[m-(α-carboxy-α-methoxyacetoxy)phenyl]imidazo[2,1-b]benzothiazole.hydrochloride). The solvent is C(C)(=O)O (acetic acid). Product: C(=O)(O)C(C(=O)OC=1C=C(C=CC1)C=1N=C2SC3=C(N2C1)C=CC=C3)OC (2-[m-(α-carboxy-α-methoxyacetoxy)phenyl]imidazo[2,1-b]benzothiazole). Yield: 76.7%. As a reaction SMILES: Cl.[C:2]([CH:5]([O:27][CH3:28])[C:6]([O:8][C:9]1[CH:10]=[C:11]([C:15]2[N:16]=[C:17]3[N:21]([CH:22]=2)[C:20]2[CH:23]=[CH:24][CH:25]=[CH:26][C:19]=2[S:18]3)[CH:12]=[CH:13][CH:14]=1)=[O:7])([OH:4])=[O:3].N1C=CC=CC=1.C(OCC)(=O)C>C(O)(=O)C>[C:2]([CH:5]([O:27][CH3:28])[C:6]([O:8][C:9]1[CH:10]=[C:11]([C:15]2[N:16]=[C:17]3[N:21]([CH:22]=2)[C:20]2[CH:23]=[CH:24][CH:25]=[CH:26][C:19]=2[S:18]3)[CH:12]=[CH:13][CH:14]=1)=[O:7])([OH:4])=[O:3] |f:0.1|. Procedure details: By following the same procedure as in Example 6 using 3.7 g of methoxymalonic acid mono-tert-butyl ester and 5 g of 2-(m-hydroxyphenyl)imidazo[2,1-b]benzothiazole, 6 g of 2-[m-(α-carboxy-α-methoxyacetoxy)phenyl]imidazo[2,1-b]benzothiazole.hydrochloride was obtained through 2-[m-(α-tert-butoxycarbonyl-α-methoxyacetoxy)phenyl]imidazo[2,1-b]benzothiazole (yield 7.3 g). Then, to 3 g of the hydrochloride were added a small amount of pyridine and 50 ml of ethyl acetate to dissolve the hydrochloride an... Reactants: Cc1oc(-c2ccccc2)nc1C(=O)O, CO, Nc1ccccc1-c1nc2cc(CN3CCCC3)cnc2s1, O. The product is Cc1oc(-c2ccccc2)nc1C(=O)Nc1ccccc1-c1nc2cc(CN3CCCC3)cnc2s1. Reaction SMILES: [CH3:23][c:24]1[c:25]([C:35](=[O:36])[OH:37])[n:26][c:27](-[c:29]2[cH:30][cH:31][cH:32][cH:33][cH:34]2)[o:28]1.[CH3:39][OH:40].[N:1]1([CH2:6][c:7]2[cH:8][c:9]3[c:10]([n:11][cH:12]2)[s:13][c:14](-[c:16]2[c:17]([NH2:18])[cH:19][cH:20][cH:21][cH:22]2)[n:15]3)[CH2:2][CH2:3][CH2:4][CH2:5]1.[OH2:38]>>[N:1]1([CH2:6][c:7]2[cH:8][c:9]3[c:10]([n:11][cH:12]2)[s:13][c:14](-[c:16]2[c:17]([NH:18][C:35]([c:25]4[c:24]([CH3:23])[o:28][c:27](-[c:29]5[cH:30][cH:31][cH:32][cH:33][cH:34]5)[n:26]4)=[O:36])[cH:19][cH:20][cH:21][cH:22]2)[n:15]3)[CH2:2][CH2:3][CH2:4][CH2:5]1. The reactants are O=C1c2ccccc2C(=O)N1CCBr, Br, CCC(C)=O, c1ccc(C(NC2CCNCC2)c2ccccc2)cc1, [I-], [K+], [K+], [Na+], O=C([O-])[O-]. Yields the product O=C1c2ccccc2C(=O)N1CCN1CCC(NC(c2ccccc2)c2ccccc2)CC1. Reaction SMILES: [Br:22][CH2:23][CH2:24][N:25]1[C:26](=[O:35])[c:27]2[c:28]([cH:31][cH:32][cH:33][cH:34]2)[C:29]1=[O:30].[BrH:1].[CH3:44][C:45](=[O:46])[CH2:47][CH3:48].[CH:2]([c:3]1[cH:4][cH:5][cH:6][cH:7][cH:8]1)([c:9]1[cH:10][cH:11][cH:12][cH:13][cH:14]1)[NH:15][CH:16]1[CH2:17][CH2:18][NH:19][CH2:20][CH2:21]1.[I-:42].[K+:36].[K+:37].[Na+:43].[O-:38][C:39]([O-:40])=[O:41]>>[CH:2]([c:3]1[cH:4][cH:5][cH:6][cH:7][cH:8]1)([c:9]1[cH:10][cH:11][cH:12][cH:13][cH:14]1)[NH:15][CH:16]1[CH2:17][CH2:18][N:19]([CH2:23][CH2:24][N:25]2[C:26](=[O:35])[c:27]3[c:28]([cH:31][cH:32][cH:33][cH:34]3)[C:29]2=[O:30])[CH2:20][CH2:21]1. Reactants: C(C)OC(C(=O)NC1=C(C(=CC=C1)[N+](=O)[O-])C#N)=O ([3-nitro-2-cyanophenylamino]oxoacetic acid ethyl ester), C1=CCCCC1 (cyclohexene). Reagents/catalysts: [Pd] (Pd). The solvent is C(C)O (ethanol). The product is C(C)OC(C(=O)NC1=C(C(=CC=C1)N)C#N)=O ([3-Amino-2-Cyanophenylamino]Oxoacetic Acid Ethyl Ester). Reaction SMILES: [CH2:1]([O:3][C:4](=[O:19])[C:5]([NH:7][C:8]1[CH:13]=[CH:12][CH:11]=[C:10]([N+:14]([O-])=O)[C:9]=1[C:17]#[N:18])=[O:6])[CH3:2].C1CCCCC=1>C(O)C.[Pd]>[CH2:1]([O:3][C:4](=[O:19])[C:5]([NH:7][C:8]1[CH:13]=[CH:12][CH:11]=[C:10]([NH2:14])[C:9]=1[C:17]#[N:18])=[O:6])[CH3:2]. Procedure: The title compound is prepared by reduction of [3-nitro-2-cyanophenylamino]oxoacetic acid ethyl ester with 10% Pd. on charcoal and with cyclohexene in ethanol according to the procedure of I. D. Entwistle and R. A. W. Johnstone, J. Chem. Soc., Perkin I, 1300 (1975). The crude product is chromatographed on silica gel with chloroform and recrystallized from ethanol, m.p. 133°-136° C. Reactants: FC(C(=O)O)(F)F (Trifluoroacetic acid), ClC=1C=C(C=CC1OC(C)C)C1=NC(=NO1)C1=CC=C2C(=CNC2=C1)CCC(=O)OC(C)(C)C (1,1-dimethylethyl 3-[6-(5-{3-chloro-4-[(1-methylethyl)oxy]phenyl}-1,2,4-oxadiazol-3-yl)-1H-indol-3-yl]propanoate). The solvent is ClCCl (dichloromethane). Run at time 1 hour. The product is ClC=1C=C(C=CC1OC(C)C)C1=NC(=NO1)C1=CC=C2C(=CNC2=C1)CCC(=O)O (3-[6-(5-{3-Chloro-4-[(1-methylethyl)oxy]phenyl}-1,2,4-oxadiazol-3-yl)-1H-indol-3-yl]propanoic acid). The yield is 79.2%. RXN SMILES: FC(F)(F)C(O)=O.[Cl:8][C:9]1[CH:10]=[C:11]([C:19]2[O:23][N:22]=[C:21]([C:24]3[CH:32]=[C:31]4[C:27]([C:28]([CH2:33][CH2:34][C:35]([O:37]C(C)(C)C)=[O:36])=[CH:29][NH:30]4)=[CH:26][CH:25]=3)[N:20]=2)[CH:12]=[CH:13][C:14]=1[O:15][CH:16]([CH3:18])[CH3:17]>ClCCl>[Cl:8][C:9]1[CH:10]=[C:11]([C:19]2[O:23][N:22]=[C:21]([C:24]3[CH:32]=[C:31]4[C:27]([C:28]([CH2:33][CH2:34][C:35]([OH:37])=[O:36])=[CH:29][NH:30]4)=[CH:26][CH:25]=3)[N:20]=2)[CH:12]=[CH:13][C:14]=1[O:15][CH:16]([CH3:18])[CH3:17]. Reported procedure: Trifluoroacetic acid (1.20 mL) was added to a solution of 1,1-dimethylethyl 3-[6-(5-{3-chloro-4-[(1-methylethyl)oxy]phenyl}-1,2,4-oxadiazol-3-yl)-1H-indol-3-yl]propanoate (D17) (150 mg) in dichloromethane (2 mL) at RT. The resulting solution was stirred for 1 hour. The reaction mixture was concentrated. The residue was recrystallized from dichloromethane/ether to afford 3-[6-(5-{3-chloro-4-[(1-methylethyl)oxy]phenyl}-1,2,4-oxadiazol-3-yl)-1H-indol-3-yl]propanoic acid (E5) (105 mg) as a pale pink... Reactants: dichlorobis(triphenylphosphine) palladium (II), O1CCCC1 (tetrahydrofuran), [Br-].FC(C(=C)[Zn+])(F)F (1-trifluoromethylethenyl zinc bromide), resultant mixture, ClC1=C(C=C(C=C1)I)C(F)(F)F (2-chloro-5-iodobenzotrifluoride). Solvent: CCCCCC (hexane). Yields the product ClC1=C(C=C(C=C1)C(=C)C(F)(F)F)C(F)(F)F (4-chloro-3-trifluoromethyl-1-(1-trifluoromethylethenyl)benzene). RXN SMILES: O1CCCC1.[Br-].[F:7][C:8]([F:13])([F:12])[C:9]([Zn+])=[CH2:10].[Cl:14][C:15]1[CH:20]=[CH:19][C:18](I)=[CH:17][C:16]=1[C:22]([F:25])([F:24])[F:23]>CCCCCC>[Cl:14][C:15]1[CH:20]=[CH:19][C:18]([C:9]([C:8]([F:13])([F:12])[F:7])=[CH2:10])=[CH:17][C:16]=1[C:22]([F:25])([F:24])[F:23] |f:1.2|. Procedure: In a nitrogen atmosphere, to 53 mL of a 1M tetrahydrofuran solution of 1-trifluoromethylethenyl zinc bromide prepared according to a method described in the literatures, 7.1 g of 2-chloro-5-iodobenzotrifluoride and 0.65 g of dichlorobis(triphenylphosphine) palladium (II) were added and the resultant mixture was stirred while heating the mixture to reflux for 2.5 hours. After the completion of the reaction, the reaction mixture was left to be cooled down to room temperature and 200 mL of hexane w... Starting materials: COc1cc(Nc2c(C#N)cnc3cc(Br)ccc23)c(Cl)cc1Cl, c1cc(CN2CCOCC2)c(CN2CCOCC2)s1. Product: COc1cc(Nc2c(C#N)cnc3cc(-c4cc(CN5CCOCC5)c(CN5CCOCC5)s4)ccc23)c(Cl)cc1Cl. RXN SMILES: [Br:1][c:2]1[cH:3][cH:4][c:5]2[c:6]([NH:14][c:15]3[c:16]([Cl:24])[cH:17][c:18]([Cl:23])[c:19]([O:21][CH3:22])[cH:20]3)[c:7]([C:12]#[N:13])[cH:8][n:9][c:10]2[cH:11]1.[O:25]1[CH2:26][CH2:27][N:28]([CH2:31][c:32]2[s:33][cH:34][cH:35][c:36]2[CH2:37][N:38]2[CH2:39][CH2:40][O:41][CH2:42][CH2:43]2)[CH2:29][CH2:30]1>>[c:2]1(-[c:34]2[s:33][c:32]([CH2:31][N:28]3[CH2:27][CH2:26][O:25][CH2:30][CH2:29]3)[c:36]([CH2:37][N:38]3[CH2:39][CH2:40][O:41][CH2:42][CH2:43]3)[cH:35]2)[cH:3][cH:4][c:5]2[c:6]([NH:14][c:15]3[c:16]([Cl:24])[cH:17][c:18]([Cl:23])[c:19]([O:21][CH3:22])[cH:20]3)[c:7]([C:12]#[N:13])[cH:8][n:9][c:10]2[cH:11]1.